Dataset: the Open Reaction Database (ORD), a public repository of structured organic reaction records. Task: describe an organic reaction: reactants, conditions, products, and yield Starting materials: ice, 2.486, CC12CC3(CC(CC(C1)(C3)C)C2)Br (3,5-dimethyl-1-bromoadamantane), C(C)(=O)[O-].[K+] (potassium acetate). Run in C(C)(=O)O (acetic acid). Product: 1.521, C(C)(=O)OC12CC3(CC(CC(C1)C3)(C2)C)C (3,5-dimethyl-1-adamantyl acetate). The yield is 67.0%. RXN SMILES: [CH3:1][C:2]12[CH2:12][CH:6]3[CH2:7][C:8]([CH3:11])([CH2:10][C:4](Br)([CH2:5]3)[CH2:3]1)[CH2:9]2.[C:14]([O-:17])(=[O:16])[CH3:15].[K+]>C(O)(=O)C>[C:14]([O:17][C:4]12[CH2:3][C:2]3([CH3:1])[CH2:12][CH:6]([CH2:7][C:8]([CH3:11])([CH2:9]3)[CH2:10]1)[CH2:5]2)(=[O:16])[CH3:15] |f:1.2|. Reported procedure: 2.486 (10.2 mmoles) of 3,5-dimethyl-1-bromoadamantane is refluxed for 16 hours with 2.034 g (20.7 mmoles) of potassium acetate in 10 mL of acetic acid. The solution is poured over 100 grams of ice, allowed to melt, and extracted with 3×10 mL of diethyl ether. The combined ether extracts are washed with saturated aqueous sodium bicarbonate followed by saturated aqueous sodium chloride, then dried over sodium sulfate. The solvent is removed under vacuum, yielding 1.521 (67%) of the desired product... The reactants are CCCC[N+](CCCC)(CCCC)CCCC, C1CCOC1, Cc1nc2cc(O[Si](C)(C)C(C)(C)C)c(OC3CCN(C(=O)OC(C)(C)C)CC3)cc2n1Cc1ccc(C#N)c2ccccc12, [F-]. Product: Cc1nc2cc(O)c(OC3CCN(C(=O)OC(C)(C)C)CC3)cc2n1Cc1ccc(C#N)c2ccccc12. As a reaction SMILES: [CH2:47]([N+:48]([CH2:49][CH2:50][CH2:51][CH3:52])([CH2:53][CH2:54][CH2:55][CH3:56])[CH2:57][CH2:58][CH2:59][CH3:60])[CH2:61][CH2:62][CH3:63].[CH2:64]1[O:65][CH2:66][CH2:67][CH2:68]1.[CH3:1][c:2]1[n:3][c:4]2[c:5]([n:6]1[CH2:7][c:8]1[cH:9][cH:10][c:11]([C:18]#[N:19])[c:12]3[cH:13][cH:14][cH:15][cH:16][c:17]13)[cH:20][c:21]([O:32][CH:33]1[CH2:34][CH2:35][N:36]([C:39](=[O:40])[O:41][C:42]([CH3:43])([CH3:44])[CH3:45])[CH2:37][CH2:38]1)[c:22]([O:24][Si:25]([C:26]([CH3:27])([CH3:28])[CH3:29])([CH3:30])[CH3:31])[cH:23]2.[F-:46]>>[CH3:1][c:2]1[n:3][c:4]2[c:5]([n:6]1[CH2:7][c:8]1[cH:9][cH:10][c:11]([C:18]#[N:19])[c:12]3[cH:13][cH:14][cH:15][cH:16][c:17]13)[cH:20][c:21]([O:32][CH:33]1[CH2:34][CH2:35][N:36]([C:39](=[O:40])[O:41][C:42]([CH3:43])([CH3:44])[CH3:45])[CH2:37][CH2:38]1)[c:22]([OH:24])[cH:23]2. Starting materials: CCO, CC1OC(=O)C2C=C3CCCCC3C(O)C12, O=[Pt]. The product is CC1OC(=O)C2CC3CCCCC3C(O)C12. Reaction SMILES: [CH3:17][CH2:18][OH:19].[OH:1][CH:2]1[CH:3]2[CH2:4][CH2:5][CH2:6][CH2:7][C:8]2=[CH:9][CH:10]2[C:11](=[O:16])[O:12][CH:13]([CH3:15])[CH:14]12.[Pt:20]=[O:21]>>[OH:1][CH:2]1[CH:3]2[CH2:4][CH2:5][CH2:6][CH2:7][CH:8]2[CH2:9][CH:10]2[C:11](=[O:16])[O:12][CH:13]([CH3:15])[CH:14]12. The reactants are NC1CCCc2ccccc21, Clc1cncc(Cl)n1. Yields the product Clc1cncc(NC2CCCc3ccccc32)n1. Reaction SMILES: [CH:1]1([NH2:11])[CH2:2][CH2:3][CH2:4][c:5]2[cH:6][cH:7][cH:8][cH:9][c:10]21.[Cl:12][c:13]1[n:14][c:15]([Cl:19])[cH:16][n:17][cH:18]1>>[CH:1]1([NH:11][c:15]2[n:14][c:13]([Cl:12])[cH:18][n:17][cH:16]2)[CH2:2][CH2:3][CH2:4][c:5]2[cH:6][cH:7][cH:8][cH:9][c:10]21. Reactants: CCCCc1nc(C)[nH]c(=O)c1Cc1ccc(-c2ccccc2C#N)cc1, CCCCP(CCCC)CCCC, CCOC(C)=O, O=C(N=NC(=O)N1CCCCC1)N1CCCCC1, OCC1Cc2ccccc2O1, C1CCOC1. Yields the product CCCCc1nc(C)n(CC2Cc3ccccc3O2)c(=O)c1Cc1ccc(-c2ccccc2C#N)cc1. As a reaction SMILES: [CH2:1]([CH2:2][CH2:3][CH3:4])[c:5]1[n:6][c:7]([CH3:27])[nH:8][c:9](=[O:26])[c:10]1[CH2:11][c:12]1[cH:13][cH:14][c:15](-[c:18]2[c:19]([C:24]#[N:25])[cH:20][cH:21][cH:22][cH:23]2)[cH:16][cH:17]1.[CH2:39]([P:40]([CH2:41][CH2:42][CH2:43][CH3:44])[CH2:45][CH2:46][CH2:47][CH3:48])[CH2:49][CH2:50][CH3:51].[CH3:70][CH2:71][O:72][C:73](=[O:74])[CH3:75].[N:52]([C:53]([N:54]1[CH2:55][CH2:56][CH2:57][CH2:58][CH2:59]1)=[O:60])=[N:61][C:62]([N:63]1[CH2:64][CH2:65][CH2:66][CH2:67][CH2:68]1)=[O:69].[O:28]1[CH:29]([CH2:37][OH:38])[CH2:30][c:31]2[c:32]1[cH:33][cH:34][cH:35][cH:36]2.[O:76]1[CH2:77][CH2:78][CH2:79][CH2:80]1>>[CH2:1]([CH2:2][CH2:3][CH3:4])[c:5]1[n:6][c:7]([CH3:27])[n:8]([CH2:37][CH:29]2[O:28][c:32]3[c:31]([cH:36][cH:35][cH:34][cH:33]3)[CH2:30]2)[c:9](=[O:26])[c:10]1[CH2:11][c:12]1[cH:13][cH:14][c:15](-[c:18]2[c:19]([C:24]#[N:25])[cH:20][cH:21][cH:22][cH:23]2)[cH:16][cH:17]1.